Dataset: the Open Reaction Database (ORD), a public repository of structured organic reaction records. Task: describe an organic reaction: reactants, conditions, products, and yield Starting materials: C1(CC1)C(CC(=O)OC)=O (Methyl 3-cyclopropyl-3-oxopropanoate), COC(N(C)C)OC (1,1-dimethoxy-N,N-dimethylmethanamine), O (H2O), Cl.NO (hydroxylamine hydrochloride). Run in CO (methanol). Conditions: temperature 60 celsius, time 4 hour. Yields the product C1(CC1)C1=C(C=NO1)C(=O)O (5-Cyclopropylisoxazole-4-carboxylic acid). Reaction SMILES: [CH:1]1([C:4](=[O:10])[CH2:5][C:6]([O:8]C)=[O:7])[CH2:3][CH2:2]1.CO[CH:13](OC)[N:14](C)C.O.Cl.NO>CO>[CH:1]1([C:4]2[O:10][N:14]=[CH:13][C:5]=2[C:6]([OH:8])=[O:7])[CH2:3][CH2:2]1 |f:3.4|. Procedure: Methyl 3-cyclopropyl-3-oxopropanoate (0.28 g, 2 mmol) and 1,1-dimethoxy-N,N-dimethylmethanamine (0.24 g, 2 mmol) was mixed and heated for 20 h at 60° C. The bright yellow oil was dissolved in methanol (2 mL) and H2O (1 mL) and hydroxylamine hydrochloride (0.14 g, 2 mmol) was added, resulting in a pH of ca 5. The reaction was heated for 90 min at 60° C. The solvents were evaporated and the residue refluxed in acetic acid: conc. HCl (3+3 mL) for 4 h. The mixture was stored at room temperature for ... Starting materials: COC1=CC=C(C=C1)C(OC(C1N(CC(C1)O)C(CCCCCNC(CCCCCCCCCCCCCCCCCCCCC)=O)=O)C1=CC=CC=C1)C1=CC=C(C=C1)OC (docosanoic acid (6-{2-[bis-(4-methoxy-phenyl)-phenyl-methoxymethyl]-4-hydroxy-pyrrolidin-1-yl}-6-oxo-hexyl)-amide), C1(CCC(=O)O1)=O (succinic anhydride). Product: COC1=CC=C(C=C1)C(OC(C1CC(CN1C(CCCCCNC(CCCCCCCCCCCCCCCCCCCCC)=O)=O)OC(CCC(=O)O)=O)C1=CC=CC=C1)C1=CC=C(C=C1)OC (succinic acid mono-{5-[bis-(4-methoxy-phenyl)-phenyl-methoxymethyl]-1-(6-docosanoylamino-hexanoyl)-pyrrolidin-3-yl}ester), foam. Isolated yield 99.0%. As a reaction SMILES: [CH3:1][O:2][C:3]1[CH:8]=[CH:7][C:6]([CH:9]([C:55]2[CH:60]=[CH:59][C:58]([O:61][CH3:62])=[CH:57][CH:56]=2)[O:10][CH:11]([C:49]2[CH:54]=[CH:53][CH:52]=[CH:51][CH:50]=2)[CH:12]2[CH2:16][CH:15]([OH:17])[CH2:14][N:13]2[C:18](=[O:48])[CH2:19][CH2:20][CH2:21][CH2:22][CH2:23][NH:24][C:25](=[O:47])[CH2:26][CH2:27][CH2:28][CH2:29][CH2:30][CH2:31][CH2:32][CH2:33][CH2:34][CH2:35][CH2:36][CH2:37][CH2:38][CH2:39][CH2:40][CH2:41][CH2:42][CH2:43][CH2:44][CH2:45][CH3:46])=[CH:5][CH:4]=1.[C:63]1(=[O:69])[O:68][C:66](=[O:67])[CH2:65][CH2:64]1>>[CH3:62][O:61][C:58]1[CH:57]=[CH:56][C:55]([CH:9]([C:6]2[CH:5]=[CH:4][C:3]([O:2][CH3:1])=[CH:8][CH:7]=2)[O:10][CH:11]([C:49]2[CH:54]=[CH:53][CH:52]=[CH:51][CH:50]=2)[CH:12]2[N:13]([C:18](=[O:48])[CH2:19][CH2:20][CH2:21][CH2:22][CH2:23][NH:24][C:25](=[O:47])[CH2:26][CH2:27][CH2:28][CH2:29][CH2:30][CH2:31][CH2:32][CH2:33][CH2:34][CH2:35][CH2:36][CH2:37][CH2:38][CH2:39][CH2:40][CH2:41][CH2:42][CH2:43][CH2:44][CH2:45][CH3:46])[CH2:14][CH:15]([O:17][C:63](=[O:69])[CH2:64][CH2:65][C:66]([OH:68])=[O:67])[CH2:16]2)=[CH:60][CH:59]=1. Reported procedure: Using the above described procedure, the amide 102h (2.56 g, 3 mmol) was treated with succinic anhydride and after work-up the amide was isolated as a foam (2.8 g, 99%) and this was used in the next step without further purification. Starting materials: COC(=O)CCC(=O)C1=C(O)c2cc(Br)ccc2C(C)(C)C1=O, C1CCOC1, ClCCl, [Na+], [OH-]. Product: CC1(C)C(=O)C(C(=O)CCC(=O)O)=C(O)c2cc(Br)ccc21. RXN SMILES: [Br:3][c:4]1[cH:5][cH:6][c:7]2[c:12]([cH:13]1)[C:11]([OH:14])=[C:10]([C:15]([CH2:16][CH2:17][C:18](=[O:19])[O:20][CH3:21])=[O:22])[C:9](=[O:23])[C:8]2([CH3:24])[CH3:25].[CH2:26]1[O:27][CH2:28][CH2:29][CH2:30]1.[Cl:31][CH2:32][Cl:33].[Na+:2].[OH-:1]>>[Br:3][c:4]1[cH:5][cH:6][c:7]2[c:12]([cH:13]1)[C:11]([OH:14])=[C:10]([C:15]([CH2:16][CH2:17][C:18](=[O:19])[OH:20])=[O:22])[C:9](=[O:23])[C:8]2([CH3:24])[CH3:25]. Reactants: COC(=O)CCCCCCCBr, O=C([O-])[O-], CCC(C)=O, [K+], [K+], CCOC(=O)c1ccc([Se]c2cc3c(cc2O)C(C)(C)CCC3(C)C)cc1. Yields the product CCOC(=O)c1ccc([Se]c2cc3c(cc2OCCCCCCCC(=O)OC)C(C)(C)CCC3(C)C)cc1. As a reaction SMILES: [Br:28][CH2:29][CH2:30][CH2:31][CH2:32][CH2:33][CH2:34][CH2:35][C:36](=[O:37])[O:38][CH3:39].[C:40](=[O:41])([O-:42])[O-:43].[CH2:46]([C:47]([CH3:48])=[O:49])[CH3:50].[K+:44].[K+:45].[OH:1][c:2]1[c:3]([Se:16][c:17]2[cH:18][cH:19][c:20]([C:21](=[O:22])[O:23][CH2:24][CH3:25])[cH:26][cH:27]2)[cH:4][c:5]2[c:10]([cH:11]1)[C:9]([CH3:12])([CH3:13])[CH2:8][CH2:7][C:6]2([CH3:14])[CH3:15]>>[O:1]([c:2]1[c:3]([Se:16][c:17]2[cH:18][cH:19][c:20]([C:21](=[O:22])[O:23][CH2:24][CH3:25])[cH:26][cH:27]2)[cH:4][c:5]2[c:10]([cH:11]1)[C:9]([CH3:12])([CH3:13])[CH2:8][CH2:7][C:6]2([CH3:14])[CH3:15])[CH2:29][CH2:30][CH2:31][CH2:32][CH2:33][CH2:34][CH2:35][C:36](=[O:37])[O:38][CH3:39]. The reactants are Cl (hydrochloric acid), CS(=O)(=O)OCCC(CC#C)C (3-methyl-5-hexynyl methanesulfonate), FC(CCS(=O)(=O)CC#N)(F)F ((3,3,3-trifluoropropylsulfonyl)acetonitrile), [H-].[Na+] (sodium hydride). Run in CS(=O)C (dimethyl sulfoxide). Reaction conditions: temperature 90 celsius, time 2 hour. The product is CC(CCC(C#N)S(=O)(=O)CCC(F)(F)F)CC#C (5-methyl-2-(3,3,3-trifluoropropylsulfonyl)-7-octynenitrile). The yield is 44.5%. Reaction SMILES: CS(O[CH2:6][CH2:7][CH:8]([CH3:12])[CH2:9][C:10]#[CH:11])(=O)=O.[F:13][C:14]([F:24])([F:23])[CH2:15][CH2:16][S:17]([CH2:20][C:21]#[N:22])(=[O:19])=[O:18].[H-].[Na+].Cl>CS(C)=O>[CH3:12][CH:8]([CH2:9][C:10]#[CH:11])[CH2:7][CH2:6][CH:20]([S:17]([CH2:16][CH2:15][C:14]([F:13])([F:23])[F:24])(=[O:18])=[O:19])[C:21]#[N:22] |f:2.3|. Procedure: To a solution of 1.0 g of 3-methyl-5-hexynyl methanesulfonate and 1.1 g of (3,3,3-trifluoropropylsulfonyl)acetonitrile in 30 ml of dimethyl sulfoxide was added 0.2 g of sodium hydride (60% in oil) at room temperature. The reaction mixture was stirred at 60° C. for 3 days and at 90° C. for 2 hours. The reaction mixture was allowed to stand to cool to nearly room temperature. To the reaction mixture was added 10% hydrochloric acid and then extracted with ethyl acetate. The organic layer was washed... Starting materials: OC1=CC=C(C(=O)N(C)OC)C=C1 (4-hydroxy-N-methoxy-N-methylbenzamide), ClC1=NC=CN=C1Cl (2,3-dichloropyrazine), C([O-])([O-])=O.[K+].[K+] (potassium carbonate). Run in C(C)#N (acetonitrile). Yields the product ClC=1C(=NC=CN1)OC1=CC=C(C(=O)N(C)OC)C=C1 (4-(3-CHLOROPYRAZIN-2-YLOXY)-N-METHOXY-N-METHYLBENZAMIDE). RXN SMILES: [OH:1][C:2]1[CH:13]=[CH:12][C:5]([C:6]([N:8]([O:10][CH3:11])[CH3:9])=[O:7])=[CH:4][CH:3]=1.[Cl:14][C:15]1[C:20](Cl)=[N:19][CH:18]=[CH:17][N:16]=1.C(=O)([O-])[O-].[K+].[K+]>C(#N)C>[Cl:14][C:15]1[C:20]([O:1][C:2]2[CH:13]=[CH:12][C:5]([C:6]([N:8]([O:10][CH3:11])[CH3:9])=[O:7])=[CH:4][CH:3]=2)=[N:19][CH:18]=[CH:17][N:16]=1 |f:2.3.4|. Procedure: A mixture of 4-hydroxy-N-methoxy-N-methylbenzamide (6.50 g, 35.9 mmol), 2,3-dichloropyrazine (6.95 g, 46.6 mmol), and potassium carbonate (12.40 g, 90 mmol) in acetonitrile (70 mL) was heated at reflux in 18 h. The reaction mixture was cooled, concentrated, taken up in H2O, extracted with EtOAc, dried over MgSO4, concentrated and purified by ISCO (50% EtOAc/Hexanes) to give the titled compound. MS [M+1]: 294.1. The reactants are COC1=CC=C(C(=O)C=2OC3=C(C2C)C(=CC=C3CCC)OCC3=CC=CC=C3)C=C1 (2-(p-methoxybenzoyl)-3-methyl-4-benzyloxy-7-propylbenzofuran). Reagents/catalysts: [Pd] (palladium on charcoal). Run in C(C)O (ethanol). Yields the product COC1=CC=C(CC=2OC3=C(C2C)C(=CC=C3CCC)O)C=C1 (2-(p-methoxybenzyl)-3-methyl-4-hydroxy-7-propylbenzofuran). As a reaction SMILES: [CH3:1][O:2][C:3]1[CH:31]=[CH:30][C:6]([C:7]([C:9]2[O:10][C:11]3[C:18]([CH2:19][CH2:20][CH3:21])=[CH:17][CH:16]=[C:15]([O:22]CC4C=CC=CC=4)[C:12]=3[C:13]=2[CH3:14])=O)=[CH:5][CH:4]=1>C(O)C.[Pd]>[CH3:1][O:2][C:3]1[CH:4]=[CH:5][C:6]([CH2:7][C:9]2[O:10][C:11]3[C:18]([CH2:19][CH2:20][CH3:21])=[CH:17][CH:16]=[C:15]([OH:22])[C:12]=3[C:13]=2[CH3:14])=[CH:30][CH:31]=1. Procedure details: A mixture of 2-(p-methoxybenzoyl)-3-methyl-4-benzyloxy-7-propylbenzofuran (0.10 gm, 0.24 mmole) in ethanol was hydrogenated in a Parr hydrogenator in the presence of 10% palladium on charcoal at 40 psi for a period of 7 hours. The catalyst was filtered off, washed with some ethanol, and the filtrate was concentrated in vacuo to yield 2-(p-methoxybenzyl)-3-methyl-4-hydroxy-7-propylbenzofuran. Reactants: CCCCOCCO, Clc1nsnc1-c1cccnc1, [H-], [Na+], C1CCOC1, O. Product: CCCCOCCOc1nsnc1-c1cccnc1. As a reaction SMILES: [CH2:1]([CH2:2][CH2:3][CH3:4])[O:5][CH2:6][CH2:7][OH:8].[Cl:11][c:12]1[n:13][s:14][n:15][c:16]1-[c:17]1[cH:18][n:19][cH:20][cH:21][cH:22]1.[H-:9].[Na+:10].[O:24]1[CH2:25][CH2:26][CH2:27][CH2:28]1.[OH2:23]>>[CH2:1]([CH2:2][CH2:3][CH3:4])[O:5][CH2:6][CH2:7][O:8][c:12]1[n:13][s:14][n:15][c:16]1-[c:17]1[cH:18][n:19][cH:20][cH:21][cH:22]1.